This data is from the Open Reaction Database (ORD), a public repository of structured organic reaction records. The task is: describe an organic reaction: reactants, conditions, products, and yield Starting materials: C[Mg]Br (methyl magnesium bromide), ClC1=C(C=NN1C)\C=N\[S@](=O)C(C)(C)C ((R,E)-N-((5-chloro-1-methyl-1H-pyrazol-4-yl)methylene)-2-methylpropane-2-sulfinamide), [Cl-].[NH4+] (ammonium chloride). The solvent is ClCCl (dichloromethane). Conditions: temperature -78 celsius, time 8 hour. Product: ClC1=C(C=NN1C)[C@H](C)N[S@](=O)C(C)(C)C ((R)-N-((S)-1-(5-chloro-1-methyl-1H-pyrazol-4-yl)ethyl)-2-methylpropane-2-sulfinamide). Yield: 53.5%. Reaction SMILES: [Cl:1][C:2]1[N:6]([CH3:7])[N:5]=[CH:4][C:3]=1/[CH:8]=[N:9]/[S@@:10]([C:12]([CH3:15])([CH3:14])[CH3:13])=[O:11].[CH3:16][Mg]Br.[Cl-].[NH4+]>ClCCl>[Cl:1][C:2]1[N:6]([CH3:7])[N:5]=[CH:4][C:3]=1[C@@H:8]([NH:9][S@@:10]([C:12]([CH3:15])([CH3:14])[CH3:13])=[O:11])[CH3:16] |f:2.3|. Procedure: (R,E)-N-((5-chloro-1-methyl-1H-pyrazol-4-yl)methylene)-2-methylpropane-2-sulfinamide (100 mg, 0.404 mmol) was dissolved in dichloromethane (10 ml) placed under nitrogen and cooled to −78° C. 1.4M methyl magnesium bromide solution (toluene:THF 3:1, 1.04 ml, 1.45 mmol) was added dropwise and reaction stirred overnight while warming to room temperature. Saturated aqueous ammonium chloride solution (20 ml) was added to the reaction and stirred for 5 minutes. The product was extracted with EtOAc (2×1... Reactants: CN1CS(C2=C1C=CC(=C2)C(CBr)=O)=O (3-methyl-6-(bromoacetyl)benzothiazolinone), C(C)[SiH](CC)CC (triethylsilane). The solvent is FC(C(=O)O)(F)F (trifluoroacetic acid). Product: CN1CS(C2=C1C=CC(=C2)CCBr)=O (3-Methyl-6-(2-bromoethyl)benzothiazolinone). RXN SMILES: [CH3:1][N:2]1[C:6]2[CH:7]=[CH:8][C:9]([C:11](=O)[CH2:12][Br:13])=[CH:10][C:5]=2[S:4](=[O:15])[CH2:3]1.C([SiH](CC)CC)C>FC(F)(F)C(O)=O>[CH3:1][N:2]1[C:6]2[CH:7]=[CH:8][C:9]([CH2:11][CH2:12][Br:13])=[CH:10][C:5]=2[S:4](=[O:15])[CH2:3]1. Procedure: In a 500-cm3 ground-necked flask surmounted by a condenser and placed in an oil bath, 42.9 g (0. 15 mol) of 3-methyl-6-(bromoacetyl)benzothiazolinone are dissolved in 77 cm3 of trifluoroacetic acid with magnetic stirring and while the temperature is stabilized at 60° C. 52.7 cm3 (0.33 mol) of triethylsilane are introduced dropwise via a dropping funnel. After the addition, the heating is stopped and the mixture is left stirring vigorously for 30 hours. The reaction medium is hydrolyzed by pourin... Reactants: C(C1=CC=CC=C1)[C@@H](C[C@@H]([C@H](CC1=CC=CC=C1)NC(=O)OCC1=CN=CS1)O)NC([C@@H](NC(=O)N(C)CC=1N=C(SC1)C(C)C)C(C)C)=O (N1-((1S,3S,4S)-1-benzyl-3-hydroxy-5-phenyl-4-{[(1,3-thiazol-5-ylmethoxy)carbonyl]amino}pentyl)-N2-{[[(2-isopropyl-1,3-thiazol-4-yl)methyl](methyl)amino]carbonyl}-L-valinamide), CSC (methyl sulfide), C(C1=CC=CC=C1)(=O)OOC(C1=CC=CC=C1)=O (benzoyl peroxide). Solvent: C(C)(=O)OCC (ethyl acetate), C(C)#N (acetonitrile). Conditions: temperature 0 celsius, time 1 hour. Product: C(C1=CC=CC=C1)[C@@H](C[C@@H]([C@H](CC1=CC=CC=C1)NC(=O)OCC1=CN=CS1)OCSC)NC([C@@H](NC(=O)N(C)CC=1N=C(SC1)C(C)C)C(C)C)=O (N1-((1S,3S,4S)-1-benzyl-3-[(methylthio)methoxy]-5-phenyl-4-{[(1,3-thiazol-5-ylmethoxy)carbonyl]amino}pentyl)-N2-{[[(2-isopropyl-1,3-thiazol-4-yl)methyl](methyl)amino]carbonyl}-L-valinamide). Isolated yield 84.0%. As a reaction SMILES: [CH2:1]([C@H:8]([NH:30][C:31](=[O:50])[C@H:32]([CH:47]([CH3:49])[CH3:48])[NH:33][C:34]([N:36]([CH2:38][C:39]1[N:40]=[C:41]([CH:44]([CH3:46])[CH3:45])[S:42][CH:43]=1)[CH3:37])=[O:35])[CH2:9][C@H:10]([OH:29])[C@@H:11]([NH:19][C:20]([O:22][CH2:23][C:24]1[S:28][CH:27]=[N:26][CH:25]=1)=[O:21])[CH2:12][C:13]1[CH:18]=[CH:17][CH:16]=[CH:15][CH:14]=1)[C:2]1[CH:7]=[CH:6][CH:5]=[CH:4][CH:3]=1.[CH3:51][S:52][CH3:53].C(OOC(=O)C1C=CC=CC=1)(=O)C1C=CC=CC=1>C(#N)C.C(OCC)(=O)C>[CH2:1]([C@H:8]([NH:30][C:31](=[O:50])[C@H:32]([CH:47]([CH3:49])[CH3:48])[NH:33][C:34]([N:36]([CH2:38][C:39]1[N:40]=[C:41]([CH:44]([CH3:45])[CH3:46])[S:42][CH:43]=1)[CH3:37])=[O:35])[CH2:9][C@H:10]([O:29][CH2:51][S:52][CH3:53])[C@@H:11]([NH:19][C:20]([O:22][CH2:23][C:24]1[S:28][CH:27]=[N:26][CH:25]=1)=[O:21])[CH2:12][C:13]1[CH:18]=[CH:17][CH:16]=[CH:15][CH:14]=1)[C:2]1[CH:3]=[CH:4][CH:5]=[CH:6][CH:7]=1. Procedure details: To a solution of the compound of Example 1 (5.0 g, 6.9 mmol) and methyl sulfide (4.1 mL) in acetonitrile (35 mL) at 0° C. was added benzoyl peroxide (6.7 g) in four portions over 20 minutes, and the mixture was stirred at 0° C. for 1 hour and then at room temperature for 1 hour. The reaction was diluted with ethyl acetate and washed with 10% Na2CO3 and brine. The organic was dried over MgSO4, filtered and evaporated. The residue was chromatographed on silica gel eluting with a gradient of 33-100... Reactants: Cl, Cl, NCCc1ccc(N)cc1, C1COCCO1, O, O=S(=O)(Cl)c1ccccc1, c1ccncc1. Yields the product NCCc1ccc(NS(=O)(=O)c2ccccc2)cc1. Reaction SMILES: [ClH:12].[ClH:1].[NH2:2][CH2:3][CH2:4][c:5]1[cH:6][cH:7][c:8]([NH2:9])[cH:10][cH:11]1.[O:24]1[CH2:25][CH2:26][O:27][CH2:28][CH2:29]1.[OH2:13].[c:14]1([S:20](=[O:21])(=[O:22])[Cl:23])[cH:15][cH:16][cH:17][cH:18][cH:19]1.[cH:30]1[cH:31][cH:32][n:33][cH:34][cH:35]1>>[NH2:2][CH2:3][CH2:4][c:5]1[cH:6][cH:7][c:8]([NH:9][S:20]([c:14]2[cH:15][cH:16][cH:17][cH:18][cH:19]2)(=[O:21])=[O:22])[cH:10][cH:11]1. Reactants: ClC(Cl)Cl, CCc1ccc(C(O)c2cnccc2Cl)cc1. The product is CCc1ccc(C(=O)c2cnccc2Cl)cc1. Reaction SMILES: [CH:18]([Cl:19])([Cl:20])[Cl:21].[Cl:1][c:2]1[c:3]([CH:8]([OH:9])[c:10]2[cH:11][cH:12][c:13]([CH2:16][CH3:17])[cH:14][cH:15]2)[cH:4][n:5][cH:6][cH:7]1>>[Cl:1][c:2]1[c:3]([C:8](=[O:9])[c:10]2[cH:11][cH:12][c:13]([CH2:16][CH3:17])[cH:14][cH:15]2)[cH:4][n:5][cH:6][cH:7]1. Starting materials: CCO, CCOC(=O)C1=C(C(C)C)N2C(=NC(C)(c3ccc(Cl)nc3)C2c2ccc(Cl)c(F)c2)S1, [Na+], [OH-], O. The product is CC(C)C1=C(C(=O)O)SC2=NC(C)(c3ccc(Cl)nc3)C(c3ccc(Cl)c(F)c3)N21. Reaction SMILES: [CH3:3][CH2:4][OH:5].[Cl:6][c:7]1[c:8]([F:37])[cH:9][c:10]([CH:13]2[C:14]([CH3:29])([c:30]3[cH:31][n:32][c:33]([Cl:36])[cH:34][cH:35]3)[N:15]=[C:16]3[S:17][C:18]([C:24](=[O:25])[O:26][CH2:27][CH3:28])=[C:19]([CH:21]([CH3:22])[CH3:23])[N:20]23)[cH:11][cH:12]1.[Na+:2].[OH-:1].[OH2:38]>>[Cl:6][c:7]1[c:8]([F:37])[cH:9][c:10]([CH:13]2[C:14]([CH3:29])([c:30]3[cH:31][n:32][c:33]([Cl:36])[cH:34][cH:35]3)[N:15]=[C:16]3[S:17][C:18]([C:24](=[O:25])[OH:26])=[C:19]([CH:21]([CH3:22])[CH3:23])[N:20]23)[cH:11][cH:12]1. Product: ClC=1C=C2C(CN(CC2=C(C1)Cl)C)C1=CC(=CC=C1)[N+](=O)[O-] (6,8-dichloro-2-methyl-4-(3-nitrophenyl)-1,2,3,4-tetrahydroisoquinoline). RXN SMILES: [Cl:1][C:2]1[CH:22]=[C:21]([Cl:23])[CH:20]=[CH:19][C:3]=1[CH2:4][N:5]([CH3:18])[CH2:6][CH:7]([C:9]1[CH:14]=[CH:13][CH:12]=[C:11]([N+:15]([O-:17])=[O:16])[CH:10]=1)O.[OH-].[Na+]>ClCCl.S(=O)(=O)(O)O>[Cl:23][C:21]1[CH:20]=[C:19]2[C:3](=[C:2]([Cl:1])[CH:22]=1)[CH2:4][N:5]([CH3:18])[CH2:6][CH:7]2[C:9]1[CH:14]=[CH:13][CH:12]=[C:11]([N+:15]([O-:17])=[O:16])[CH:10]=1 |f:1.2|. Run at time 8 hour. Starting materials: ClC1=C(CN(CC(O)C2=CC(=CC=C2)[N+](=O)[O-])C)C=CC(=C1)Cl (2-((2,4-dichlorobenzyl)(methyl)amino)-1-(3-nitrophenyl)ethanol), [OH-].[Na+] (sodium hydroxide). Solvent: S(O)(O)(=O)=O (sulfuric acid), ice, ClCCl (dichloromethane). Procedure: Into a 500-mL 3-necked round-bottom flask, was placed a solution of 2-((2,4-dichlorobenzyl)(methyl)amino)-1-(3-nitrophenyl)ethanol (14 g, 39.55 mmol, 1.00 equiv) in dichloromethane (140 mL), sulfuric acid (140 mL). The resulting solution was stirred overnight at room temperature. The reaction progress was monitored by LCMS. The resulting solution was diluted with 100 mL of ice. The pH value of the solution was adjusted to 8-9 with sat. sodium hydroxide (100 mL). The resulting solution was extrac... Starting materials: NC=1C(=CC=CC1)S(=O)(=O)O (aniline-2-sulphonic acid), NC1=CC(=CC=C1)S(=O)(=O)O (aniline-3-sulphonic acid). Yields the product C=CC1=CC(=CC=C1)S(=O)(=O)O (styrene-3-sulphonic acid). Yield: 71.0%. Reaction SMILES: N[C:2]1[C:3]([S:8]([OH:11])(=[O:10])=[O:9])=[CH:4][CH:5]=[CH:6][CH:7]=1.N[C:13]1C=CC=C(S(O)(=O)=O)[CH:14]=1>>[CH2:13]=[CH:14][C:7]1[CH:6]=[CH:5][CH:4]=[C:3]([S:8]([OH:11])(=[O:10])=[O:9])[CH:2]=1. Procedure: If instead of aniline-2-sulphonic acid the same amount of aniline-3-sulphonic acid was used, 11.0 g (71%) of styrene-3-sulphonic acid, Na salt, were obtained by the method indicated in Example 15. The reactants are Cl.NO (Hydroxylamine hydrochloride), ClC1=CC(=C(C=C1)C(C(C(=O)C1CC1)=CN(C)C)=O)N(C(C)=O)C (1-[4-chloro-2-(N-methylacetamido)phenyl]-3-cyclopropyl-2-dimethylaminomethylenepropane-1,3-dione). Run in C(C)O (ethanol). Conditions: time 0.75 hour. Yields the product ClC1=CC(=C(C(=O)C=2C=NOC2C2CC2)C=C1)N(C(C)=O)C (4-[4-chloro-2-(N-methylacetamido)benzoyl]-5-cyclopropylisoxazole). Yield: 41.0%. As a reaction SMILES: Cl.NO.[Cl:4][C:5]1[CH:10]=[CH:9][C:8]([C:11](=[O:22])[C:12](=[CH:18][N:19](C)C)[C:13]([CH:15]2[CH2:17][CH2:16]2)=[O:14])=[C:7]([N:23]([CH3:27])[C:24](=[O:26])[CH3:25])[CH:6]=1>C(O)C>[Cl:4][C:5]1[CH:10]=[CH:9][C:8]([C:11]([C:12]2[CH:18]=[N:19][O:14][C:13]=2[CH:15]2[CH2:17][CH2:16]2)=[O:22])=[C:7]([N:23]([CH3:27])[C:24](=[O:26])[CH3:25])[CH:6]=1 |f:0.1|. Reported procedure: Hydroxylamine hydrochloride (0.1 g) was added to a stirred solution of 1-[4-chloro-2-(N-methylacetamido)phenyl]-3-cyclopropyl-2-dimethylaminomethylenepropane-1,3-dione (0.32 g) in ethanol. The mixture was stirred for 0.75 hours and evaporated to dryness. Water was added to the residue, which was extracted (dichloromethane). The extract was dried (magnesium sulphate) and evaporated to give an oil. This was purified by chromatography eluting with ethyl acetate/dichloromethane (1:8) to give 4-[4-ch...